describe an organic reaction: reactants, conditions, products, and yield From a dataset of the Open Reaction Database (ORD), a public repository of structured organic reaction records. Reactants: Cl, CNCCC(c1ccccc1)c1cccc2cc[nH]c12, CNC(=O)CC(c1ccccc1)c1cccc2[nH]ncc12. The product is CNCCC(c1ccccc1)c1cccc2[nH]ncc12. RXN SMILES: [ClH:1].[nH:23]1[c:24]2[c:25]([cH:26][cH:27][cH:28][c:29]2[CH:30]([c:31]2[cH:32][cH:33][cH:34][cH:35][cH:36]2)[CH2:37][CH2:38][NH:39][CH3:40])[cH:41][cH:42]1.[nH:2]1[n:3][cH:4][c:5]2[c:6]([CH:11]([CH2:12][C:13](=[O:14])[NH:15][CH3:16])[c:17]3[cH:18][cH:19][cH:20][cH:21][cH:22]3)[cH:7][cH:8][cH:9][c:10]12>>[nH:2]1[n:3][cH:4][c:5]2[c:6]([CH:11]([CH2:12][CH2:13][NH:15][CH3:16])[c:17]3[cH:18][cH:19][cH:20][cH:21][cH:22]3)[cH:7][cH:8][cH:9][c:10]12. Yields the product CC(O)C(C)(C)C(=O)N(C1CCC(C)(C)CC1)C1CCN(C(=O)C2CN(C(C)(C)C)CC2c2ccc(Cl)cc2)C1. The reactants are CC(C)(C)N1CC(C(=O)O)C(c2ccc(Cl)cc2)C1, CC(O)C(C)(C)C(=O)N(C1CCC(C)(C)CC1)C1CCNC1. RXN SMILES: [C:23]([CH3:24])([CH3:25])([CH3:26])[N:27]1[CH2:28][CH:29]([C:39](=[O:40])[OH:41])[CH:30]([c:32]2[cH:33][cH:34][c:35]([Cl:38])[cH:36][cH:37]2)[CH2:31]1.[CH3:1][C:2]1([CH3:22])[CH2:3][CH2:4][CH:5]([N:8]([C:9]([C:10]([CH:11]([CH3:12])[OH:13])([CH3:14])[CH3:15])=[O:16])[CH:17]2[CH2:18][NH:19][CH2:20][CH2:21]2)[CH2:6][CH2:7]1>>[CH3:1][C:2]1([CH3:22])[CH2:3][CH2:4][CH:5]([N:8]([C:9]([C:10]([CH:11]([CH3:12])[OH:13])([CH3:14])[CH3:15])=[O:16])[CH:17]2[CH2:18][N:19]([C:39]([CH:29]3[CH2:28][N:27]([C:23]([CH3:24])([CH3:25])[CH3:26])[CH2:31][CH:30]3[c:32]3[cH:33][cH:34][c:35]([Cl:38])[cH:36][cH:37]3)=[O:40])[CH2:20][CH2:21]2)[CH2:6][CH2:7]1. The reactants are CCOc1ccc(F)c(-c2ccc(C(=O)OC)cc2C2=CCCC2(C)C)c1, CO, [H][H]. Yields the product CCOc1ccc(F)c(-c2ccc(C(=O)OC)cc2C2CCCC2(C)C)c1. As a reaction SMILES: [CH3:1][C:2]1([CH3:27])[CH2:3][CH2:4][CH:5]=[C:6]1[c:7]1[c:8](-[c:17]2[c:18]([F:26])[cH:19][cH:20][c:21]([O:23][CH2:24][CH3:25])[cH:22]2)[cH:9][cH:10][c:11]([C:13](=[O:14])[O:15][CH3:16])[cH:12]1.[CH3:28][OH:29].[H:30][H:31]>>[CH3:1][C:2]1([CH3:27])[CH2:3][CH2:4][CH2:5][CH:6]1[c:7]1[c:8](-[c:17]2[c:18]([F:26])[cH:19][cH:20][c:21]([O:23][CH2:24][CH3:25])[cH:22]2)[cH:9][cH:10][c:11]([C:13](=[O:14])[O:15][CH3:16])[cH:12]1. The reactants are [Al+3].[Cl-].[Cl-].[Cl-] (AlCl3), [Cl-].ClCC(CCCC(C(C)C)(C#N)C1=CC(=C(C=C1)OC)OC)[NH+](C)CC1=CC(=C(C=C1)OC)OC (N-[1-chloro-6-(3,4-dimethoxyphenyl)-6-cyano-6-(prop-2-yl)hex-2-yl]-N-(3,4-dimethoxybenzyl)-N-methylammonium chloride), [Al+3].[Cl-].[Cl-].[Cl-] (AlCl3), FeCl3, B(F)(F)F (BF3), [N+](=O)([O-])C1=CC=CC=C1 (nitrobenzene). The solvent is C(Cl)Cl (CH2Cl2), halogenated hydrocarbon, C(Cl)Cl (CH2Cl2), [N+](=O)([O-])C (nitromethane). Product: COC=1C=C(C=CC1OC)C(CCCC1N(CC2=CC(=C(C=C2C1)OC)OC)C)(C#N)C(C)C (3-[4-(3,4-dimethoxyphenyl)-4-isopropyl-4-cyanobutyl]-6,7-dimethoxy-N-methyl-1,2,3,4-tetrahydroisoquinoline). RXN SMILES: [Al+3].[Cl-].[Cl-].[Cl-].B(F)(F)F.[N+](C1C=CC=CC=1)([O-])=O.[Cl-].Cl[CH2:20][CH:21]([NH+:41]([CH2:43][C:44]1[CH:49]=[CH:48][C:47]([O:50][CH3:51])=[C:46]([O:52][CH3:53])[CH:45]=1)[CH3:42])[CH2:22][CH2:23][CH2:24][C:25]([C:31]1[CH:36]=[CH:35][C:34]([O:37][CH3:38])=[C:33]([O:39][CH3:40])[CH:32]=1)([C:29]#[N:30])[CH:26]([CH3:28])[CH3:27]>C(Cl)Cl.[N+](C)([O-])=O>[CH3:40][O:39][C:33]1[CH:32]=[C:31]([C:25]([CH:26]([CH3:27])[CH3:28])([C:29]#[N:30])[CH2:24][CH2:23][CH2:22][CH:21]2[CH2:20][C:49]3[C:44](=[CH:45][C:46]([O:52][CH3:53])=[C:47]([O:50][CH3:51])[CH:48]=3)[CH2:43][N:41]2[CH3:42])[CH:36]=[CH:35][C:34]=1[O:37][CH3:38] |f:0.1.2.3,6.7|. Procedure details: The ammonium compound of formula 29 is then cyclized to form a compound of formula 1 (step 7). This reaction is performed using 1-1.5 moles of a Lewis acid, such as AlCl3, FeCl3, BF3, and the like, in a suitable aprotic solvent, preferably a halogenated hydrocarbon solvent, nitromethane, or nitrobenzene, particularly CH2Cl2, at a temperature of about -10° to about 80° C., for a period of about 10 minutes to about five hours, preferably about two hours. For example, N-[1-chloro-6-(3,4-dimethoxyph... The reactants are NC1C(C(C=2C=CC3=CC=CC=C3C2C1)Cl)O (3-Amino-1-chloro-1,2,3,4-tetrahydro-2-phenanthrenol). Run in FC(C(=O)O)(F)F (trifluoroacetic acid). Yields the product Cl.NC1C(CC=2C=CC3=CC=CC=C3C2C1)=O (3-Amino- 3,4-dihydro-2(1H)-phenanthrenone, hydrochloride). Isolated yield 38.8%. RXN SMILES: [NH2:1][CH:2]1[CH2:15][C:14]2[C:13]3[C:8](=[CH:9][CH:10]=[CH:11][CH:12]=3)[CH:7]=[CH:6][C:5]=2[CH:4]([Cl:16])[CH:3]1[OH:17]>FC(F)(F)C(O)=O>[ClH:16].[NH2:1][CH:2]1[CH2:15][C:14]2[C:13]3[C:8](=[CH:9][CH:10]=[CH:11][CH:12]=3)[CH:7]=[CH:6][C:5]=2[CH2:4][C:3]1=[O:17] |f:2.3|. Procedure details: 3-Amino-1-chloro-1,2,3,4-tetrahydro-2-phenanthrenol (103 mg) in trifluoroacetic acid (10 ml) was refluxed for 3 hours. The green mixture was evaporated and the residue was taken up in methanol and acidified with a solution of hydrochloric acid in diethyl ether. The evaporation residue was treated with charcoal in methanol. Filtration gave a clear solution which was evaporated to yield the crude compound as a solid (99 mg). Recrystallization from ethanol/diethyl ether afforded the title compound ...